From a dataset of the Open Reaction Database (ORD), a public repository of structured organic reaction records. describe an organic reaction: reactants, conditions, products, and yield Starting materials: C(C1=CC=CC=C1)OC=1C=CC2=C(SC(=C2)N(C)C)C1 (6-benzyloxy-2-(dimethylamino)benzo[b]thiophene), COC=1C=C(C(=O)Cl)C=CC1CN1CCCC1 (3-methoxy-4-[(1-pyrrolidinyl)methyl]benzoyl chloride), [OH-].[Na+] (NaOH). Run in [Cl-].[Na+].O (brine), ClC1=CC=CC=C1 (chlorobenzene). Product: COC=1C=C(C=CC1CN1CCCC1)C(=O)C=1C2=C(SC1N(C)C)C=C(C=C2)OCC2=CC=CC=C2 (6-Benzyloxy-2-(dimethylamino)benzo[b]thiophen-3-yl 3-Methoxy-4-[(1-pyrrolidinyl)methyl]phenyl Ketone). Yield: 84.0%. As a reaction SMILES: [CH2:1]([O:8][C:9]1[CH:10]=[CH:11][C:12]2[CH:16]=[C:15]([N:17]([CH3:19])[CH3:18])[S:14][C:13]=2[CH:20]=1)[C:2]1[CH:7]=[CH:6][CH:5]=[CH:4][CH:3]=1.[CH3:21][O:22][C:23]1[CH:24]=[C:25]([CH:29]=[CH:30][C:31]=1[CH2:32][N:33]1[CH2:37][CH2:36][CH2:35][CH2:34]1)[C:26](Cl)=[O:27].[OH-].[Na+]>ClC1C=CC=CC=1.[Cl-].[Na+].O>[CH3:21][O:22][C:23]1[CH:24]=[C:25]([C:26]([C:16]2[C:12]3[CH:11]=[CH:10][C:9]([O:8][CH2:1][C:2]4[CH:3]=[CH:4][CH:5]=[CH:6][CH:7]=4)=[CH:20][C:13]=3[S:14][C:15]=2[N:17]([CH3:18])[CH3:19])=[O:27])[CH:29]=[CH:30][C:31]=1[CH2:32][N:33]1[CH2:34][CH2:35][CH2:36][CH2:37]1 |f:2.3,5.6.7|. Reported procedure: A solution of 6-benzyloxy-2-(dimethylamino)benzo[b]thiophene (2.5 g, 8.8 mmol) and 3-methoxy-4-[(1-pyrrolidinyl)methyl]benzoyl chloride (3.0 g, 1.3 equiv) in chlorobenzene (30 mL) was heated at 135° C. under nitrogen for 2 h. The cooled reaction mixture was diluted with brine (100 mL), neutralized with NaOH solution (5.0 M), and extracted with dichloromethane (100 mL×3). The combined organic layers were dried with sodium sulfate and concentrated under reduced pressure. Chromatography with Et3N:E... Starting materials: CCCc1ccc(CNC(=O)C2CN(c3nc(C)c(C(=O)OC(C)(C)C)s3)CCN2)cc1, O=S(=O)(Cl)c1ccc(OC(F)(F)F)cc1F, c1ccncc1. Product: CCCc1ccc(CNC(=O)C2CN(c3nc(C)c(C(=O)OC(C)(C)C)s3)CCN2S(=O)(=O)c2ccc(OC(F)(F)F)cc2F)cc1. Reaction SMILES: [C:1]([CH3:2])([CH3:3])([CH3:4])[O:5][C:6](=[O:7])[c:8]1[c:9]([CH3:32])[n:10][c:11]([N:13]2[CH2:14][CH:15]([C:19]([NH:20][CH2:21][c:22]3[cH:23][cH:24][c:25]([CH2:28][CH2:29][CH3:30])[cH:26][cH:27]3)=[O:31])[NH:16][CH2:17][CH2:18]2)[s:12]1.[F:33][c:34]1[c:35]([S:45](=[O:46])(=[O:47])[Cl:48])[cH:36][cH:37][c:38]([O:40][C:41]([F:42])([F:43])[F:44])[cH:39]1.[cH:49]1[cH:50][cH:51][n:52][cH:53][cH:54]1>>[C:1]([CH3:2])([CH3:3])([CH3:4])[O:5][C:6](=[O:7])[c:8]1[c:9]([CH3:32])[n:10][c:11]([N:13]2[CH2:14][CH:15]([C:19]([NH:20][CH2:21][c:22]3[cH:23][cH:24][c:25]([CH2:28][CH2:29][CH3:30])[cH:26][cH:27]3)=[O:31])[N:16]([S:45]([c:35]3[c:34]([F:33])[cH:39][c:38]([O:40][C:41]([F:42])([F:43])[F:44])[cH:37][cH:36]3)(=[O:46])=[O:47])[CH2:17][CH2:18]2)[s:12]1.